Dataset: the Open Reaction Database (ORD), a public repository of structured organic reaction records. Task: describe an organic reaction: reactants, conditions, products, and yield Reactants: [OH-].[Na+] (sodium hydroxide), N1CCNCC1 (piperazine), ClCC(=O)N1C=2N(C(=CC1)C1=CC(=CC=C1)C(F)(F)F)C=NC2C#N (1-(chloroacetyl)-1,2-dihydro-4-[3-(trifluoromethyl)phenyl]imidazo[1,5-a]pyrimidine-8-carbonitrile), C([O-])([O-])=O.[Na+].[Na+] (sodium carbonate), C1(=CC=CC=C1)C (toluene). The solvent is CCOCC (ether). Product: COC=1C=C(C=CC1)CN1CCN(CC1)CC(=O)N1C=2N(C(=CC1)C1=CC(=CC=C1)C(F)(F)F)C=NC2C#N (1,2-Dihydro-1-[[4-[(3-methoxyphenyl)methyl]-1-piperazinyl]acetyl]-4-[3-(trifluoromethyl)phenyl]imidazo[1,5-a]pyrimidine-8-carbonitrile). Reaction SMILES: [NH:1]1[CH2:6][CH2:5][NH:4][CH2:3][CH2:2]1.Cl[CH2:8][C:9]([N:11]1[CH2:16][CH:15]=[C:14]([C:17]2[CH:22]=[CH:21][CH:20]=[C:19]([C:23]([F:26])([F:25])[F:24])[CH:18]=2)[N:13]2[CH:27]=[N:28][C:29]([C:30]#[N:31])=[C:12]12)=[O:10].[C:32](=O)([O-])[O-:33].[Na+].[Na+].[OH-].[Na+].[C:40]1([CH3:46])[CH:45]=[CH:44][CH:43]=[CH:42][CH:41]=1>CCOCC>[CH3:32][O:33][C:42]1[CH:41]=[C:40]([CH2:46][N:1]2[CH2:6][CH2:5][N:4]([CH2:8][C:9]([N:11]3[CH2:16][CH:15]=[C:14]([C:17]4[CH:22]=[CH:21][CH:20]=[C:19]([C:23]([F:26])([F:25])[F:24])[CH:18]=4)[N:13]4[CH:27]=[N:28][C:29]([C:30]#[N:31])=[C:12]34)=[O:10])[CH2:3][CH2:2]2)[CH:45]=[CH:44][CH:43]=1 |f:2.3.4,5.6|. Procedure details: A mixture of 800 mg of 1-[3-methoxyphenyl)methyl]piperazine, 1.2 g of 1-(chloroacetyl)-1,2-dihydro-4-[3-(trifluoromethyl)phenyl]imidazo[1,5-a]pyrimidine-8-carbonitrile and 450 mg of sodium carbonate in 50 ml of toluene was heated at reflux for 18 hours, then allowed to stand at room temperature. The mixture was treated with 10 ml of 1N sodium hydroxide and the phases were separated. The aqueous phase was extracted twice with chloroform. The organic phases were combined, washed with saturated sod... Starting materials: COC(=O)C=1C=2C=CC=NC2C(=C2C1CN(C2=O)CC2=CC=C(C=C2)F)OC(C2=CC=CC=C2)C2=CC=CC=C2 (9-benzhydryloxy-7-(4-fluoro-benzyl)-8-oxo-7,8-dihydro-6H-pyrrolo[3,4-g]quinoline-5-carboxylic acid methyl ester), C(=O)(C(F)(F)F)O (TFA), C(C)[SiH](CC)CC (triethylsilane). Solvent: ClCCl (dichloromethane). Reaction conditions: time 1 hour. Product: COC(=O)C=1C=2C=CC=NC2C(=C2C1CN(C2=O)CC2=CC=C(C=C2)F)O (7-(4-fluoro-benzyl)-9-hydroxy-8-oxo-7,8-dihydro-6H-pyrrolo[3,4-g]quinoline-5-carboxylic acid methyl ester). The yield is 96.9%. As a reaction SMILES: [CH3:1][O:2][C:3]([C:5]1[C:6]2[CH:7]=[CH:8][CH:9]=[N:10][C:11]=2[C:12]([O:27]C(C2C=CC=CC=2)C2C=CC=CC=2)=[C:13]2[C:17](=[O:18])[N:16]([CH2:19][C:20]3[CH:25]=[CH:24][C:23]([F:26])=[CH:22][CH:21]=3)[CH2:15][C:14]=12)=[O:4].C(O)(C(F)(F)F)=O.C([SiH](CC)CC)C>ClCCl>[CH3:1][O:2][C:3]([C:5]1[C:6]2[CH:7]=[CH:8][CH:9]=[N:10][C:11]=2[C:12]([OH:27])=[C:13]2[C:17](=[O:18])[N:16]([CH2:19][C:20]3[CH:21]=[CH:22][C:23]([F:26])=[CH:24][CH:25]=3)[CH2:15][C:14]=12)=[O:4]. Procedure: To a solution of 9-benzhydryloxy-7-(4-fluoro-benzyl)-8-oxo-7,8-dihydro-6H-pyrrolo[3,4-g]quinoline-5-carboxylic acid methyl ester 212 (3 mg, 0056 mmol) in dichloromethane (1 mL) were added TFA (0.1 mL) and triethylsilane (0.2 mL). Stirring was continued at the room temperature for 1 hour and the volatiles were evaporated in vacuo. The residue was triturated in Et2O/hexane to afford 7-(4-fluoro-benzyl)-9-hydroxy-8-oxo-7,8-dihydro-6H-pyrrolo[3,4-g]quinoline-5-carboxylic acid methyl ester 316 (2.0 m... The reactants are compound 73, NC1=C(OCCCC(=O)OCC)C=CC=C1 (ethyl 4-(2-aminophenoxy)butyrate), CC1=C(C(C2=CC(=CC=C2)C)N2C=CC3=CC(=CC=C23)/C(=C/C(=O)O)/C)C=CC=C1 (3-[1-(2,3'-dimethylbenzhydryl)indol-5yl]isocrotonic acid). Yields the product CC1=C(C(C2=CC(=CC=C2)C)N2C=CC3=CC(=CC=C23)/C(=C/C(=O)NC2=C(OCCCC(=O)O)C=CC=C2)/C)C=CC=C1 (4-{2-[3-[1-[2,3'-dimethylbenzhydryl)indol-5-yl]isocrotonoylamino]phenoxy}butyric acid). As a reaction SMILES: [NH2:1][C:2]1[CH:16]=[CH:15][CH:14]=[CH:13][C:3]=1[O:4][CH2:5][CH2:6][CH2:7][C:8]([O:10]CC)=[O:9].[CH3:17][C:18]1[CH:46]=[CH:45][CH:44]=[CH:43][C:19]=1[CH:20]([N:28]1[C:36]2[C:31](=[CH:32][C:33](/[C:37](/[CH3:42])=[CH:38]/[C:39](O)=[O:40])=[CH:34][CH:35]=2)[CH:30]=[CH:29]1)[C:21]1[CH:26]=[CH:25][CH:24]=[C:23]([CH3:27])[CH:22]=1>>[CH3:17][C:18]1[CH:46]=[CH:45][CH:44]=[CH:43][C:19]=1[CH:20]([N:28]1[C:36]2[C:31](=[CH:32][C:33](/[C:37](/[CH3:42])=[CH:38]/[C:39]([NH:1][C:2]3[CH:16]=[CH:15][CH:14]=[CH:13][C:3]=3[O:4][CH2:5][CH2:6][CH2:7][C:8]([OH:10])=[O:9])=[O:40])=[CH:34][CH:35]=2)[CH:30]=[CH:29]1)[C:21]1[CH:26]=[CH:25][CH:24]=[C:23]([CH3:27])[CH:22]=1. Procedure details: 0.20 g of compound 73 was obtained in a similar manner to those described in the Examples 1 and 2 using 0.41 g of ethyl 4-(2-aminophenoxy)butyrate and 0.36 g of 3-[1-(2,3'-dimethylbenzhydryl)indol-5yl]isocrotonic acid obtained according to the procedures described in the Reference Examples 1-4. Reactants: CCN(CC)S(F)(F)F (DAST), ClC1=CC(=NC=N1)C(C)(C)O (2-(6-chloro-4-pyrimidinyl)-2-propanol), ClC1=CC(=NC=N1)C(C)(C)O (2-(6-chloro-4-pyrimidinyl)-2-propanol). The solvent is C(Cl)Cl (DCM), C(Cl)Cl (DCM). Conditions: temperature -78 celsius, time 4 hour. Product: ClC1=NC=NC(=C1)C(C)(C)F (4-Chloro-6-(1-fluoro-1-methylethyl)pyrimidine). Reaction SMILES: CCN(S(F)(F)[F:7])CC.[Cl:10][C:11]1[N:16]=[CH:15][N:14]=[C:13]([C:17](O)([CH3:19])[CH3:18])[CH:12]=1>C(Cl)Cl>[Cl:10][C:11]1[CH:12]=[C:13]([C:17]([F:7])([CH3:19])[CH3:18])[N:14]=[CH:15][N:16]=1. Reported procedure: To a stirred solution of DAST (0.153 mL, 1.159 mmol) in DCM (5 mL) was added 2-(6-chloro-4-pyrimidinyl)-2-propanol (Intermediate 28, 100 mg, 0.579 mmol) dissolved in DCM (5 mL) dropwise, and the resulting mixture stirred under argon at −78° C. for 4 hrs. The reaction mixture was quenched with excess saturated sodium bicarbonate solution (50 mL) and extracted with DCM (2×20 mL). The organic layers were collected and solvent was removed gently in vacuo. Crude product in DCM was taken into the next... Reactants: ClC=1C=C(C=2N(N1)C=CN2)NC2=NC(=CC=C2)N2C(CCC2)C (6-chloro-N-(6-(2-methylpyrrolidin-1-yl)pyridin-2-yl)imidazo[1,2-b]pyridazin-8-amine), COC=1C=C(C=CC1OC)B(O)O (3,4-dimethoxyphenylboronic acid), CC(C)C1=CC(=C(C(=C1)C(C)C)C2=C(C=CC=C2)P(C3CCCCC3)C4CCCCC4)C(C)C (X-phos), C(=O)([O-])[O-].[Na+].[Na+] (Na2CO3). Reagents/catalysts: C=1C=CC(=CC1)/C=C/C(=O)/C=C/C2=CC=CC=C2.C=1C=CC(=CC1)/C=C/C(=O)/C=C/C2=CC=CC=C2.C=1C=CC(=CC1)/C=C/C(=O)/C=C/C2=CC=CC=C2.[Pd].[Pd] (Pd2(dba)3). Isolated yield 13.9%. The solvent is O1CCOCC1 (dioxane), O (water). Yields the product COC=1C=C(C=CC1OC)C=1C=C(C=2N(N1)C=CN2)NC2=NC(=CC=C2)N2C(CCC2)C (6-(3,4-dimethoxyphenyl)-N-(6-(2-methylpyrrolidin-1-yl)pyridin-2-yl)imidazo[1,2-b]pyridazin-8-amine). Reaction conditions: temperature 100 celsius, time 9 minute. As a reaction SMILES: Cl[C:2]1[CH:3]=[C:4]([NH:11][C:12]2[CH:17]=[CH:16][CH:15]=[C:14]([N:18]3[CH2:22][CH2:21][CH2:20][CH:19]3[CH3:23])[N:13]=2)[C:5]2[N:6]([CH:8]=[CH:9][N:10]=2)[N:7]=1.[CH3:24][O:25][C:26]1[CH:27]=[C:28](B(O)O)[CH:29]=[CH:30][C:31]=1[O:32][CH3:33].CC(C1C=C(C(C)C)C(C2C=CC=CC=2P(C2CCCCC2)C2CCCCC2)=C(C(C)C)C=1)C.C([O-])([O-])=O.[Na+].[Na+]>O1CCOCC1.O.C1C=CC(/C=C/C(/C=C/C2C=CC=CC=2)=O)=CC=1.C1C=CC(/C=C/C(/C=C/C2C=CC=CC=2)=O)=CC=1.C1C=CC(/C=C/C(/C=C/C2C=CC=CC=2)=O)=CC=1.[Pd].[Pd]>[CH3:24][O:25][C:26]1[CH:27]=[C:28]([C:2]2[CH:3]=[C:4]([NH:11][C:12]3[CH:17]=[CH:16][CH:15]=[C:14]([N:18]4[CH2:22][CH2:21][CH2:20][CH:19]4[CH3:23])[N:13]=3)[C:5]3[N:6]([CH:8]=[CH:9][N:10]=3)[N:7]=2)[CH:29]=[CH:30][C:31]=1[O:32][CH3:33] |f:3.4.5,8.9.10.11.12|. Reported procedure: A mixture of 6-chloro-N-(6-(2-methylpyrrolidin-1-yl)pyridin-2-yl)imidazo[1,2-b]pyridazin-8-amine (100 mg, 0.3 mmol), 3,4-dimethoxyphenylboronic acid (82 mg, 0.45 mmol), Pd2(dba)3 (0.018 g, 0.03 mmol), X-phos (0.029 g, 0.06 mmol) and Na2CO3 (0.096 g, 0.9 mmol) in dioxane (3 mL) and water (3 mL) was heated to 100° C. for 15 h in a sealed tube under N2 atmosphere then concentrated in vacuo. The residue was purified by prep-HPLC (Gemini 5u C18 150×21.2 mm; inject volume: 3 mL/inj, flow rate: 20 mL/m... Starting materials: C12C(CCCC1)O2 (cyclohexene oxide), C(C)(C)N(C(C)C)CC (N,N-diisopropylethylamine), C1(=CC=CC=C1)S (thiophenol). Run in ClCCCl (1,2-dichloroethane). Run at time 16 hour. Product: C1(=CC=CC=C1)S[C@H]1[C@@H](CCCC1)O (trans-2-(phenylsulfanyl)cyclohexanol). As a reaction SMILES: [CH:1]12[O:7][CH:2]1[CH2:3][CH2:4][CH2:5][CH2:6]2.C(N(CC)C(C)C)(C)C.[C:17]1([SH:23])[CH:22]=[CH:21][CH:20]=[CH:19][CH:18]=1>ClCCCl>[C:17]1([S:23][C@@H:2]2[CH2:3][CH2:4][CH2:5][CH2:6][C@H:1]2[OH:7])[CH:22]=[CH:21][CH:20]=[CH:19][CH:18]=1. Reported procedure: A room temperature solution of cyclohexene oxide (9.81 g, 100 mmol) and N,N-diisopropylethylamine (2.60 g, 20.0 mmol) in 1,2-dichloroethane (200 mL) was treated with thiophenol (11 g, 100 mmol), stirred for 16 hours, and concentrated. The concentrate was purified by flash column chromatography on silica gel with 20% ethyl acetate/hexanes to provide the desired product. Procedure details: 10.4 g of ethyl-dodecanedithioate is dissolved in 100 ml of toluene and the solution obtained is mixed with a solution of 30 g of 1,3-diaminopropane in 200 ml of toluene. The mixture is maintained at about 10° C. for 1 hour, with stirring. Solvent: C1(=CC=CC=C1)C (toluene), C1(=CC=CC=C1)C (toluene). Run at temperature 10 celsius. Product: NCCCNC(CCCCCCCCCCC)=S (N-(3-aminopropyl)thiododecanamide). Starting materials: C(C)SC(CCCCCCCCCCC)=S (ethyl-dodecanedithioate), NCCCN (1,3-diaminopropane). Reaction SMILES: C(S[C:4](=[S:16])[CH2:5][CH2:6][CH2:7][CH2:8][CH2:9][CH2:10][CH2:11][CH2:12][CH2:13][CH2:14][CH3:15])C.[NH2:17][CH2:18][CH2:19][CH2:20][NH2:21]>C1(C)C=CC=CC=1>[NH2:17][CH2:18][CH2:19][CH2:20][NH:21][C:4](=[S:16])[CH2:5][CH2:6][CH2:7][CH2:8][CH2:9][CH2:10][CH2:11][CH2:12][CH2:13][CH2:14][CH3:15]. Reactants: C(CCCCCCCCC=C)O (10-undecen-1-ol), O (water), [H-].[Na+] (sodium hydride), IC (iodomethane). The solvent is O1CCCC1 (tetrahydrofuran), O1CCCC1 (tetrahydrofuran). Reaction conditions: temperature 50 celsius, time 60 hour. Yields the product C(CCCCCCCCC=C)OC (methyl 10-undecenyl ether). The yield is 81.6%. Reaction SMILES: [H-].[Na+].I[CH3:4].[CH2:5]([OH:16])[CH2:6][CH2:7][CH2:8][CH2:9][CH2:10][CH2:11][CH2:12][CH2:13][CH:14]=[CH2:15].O>O1CCCC1>[CH2:5]([O:16][CH3:4])[CH2:6][CH2:7][CH2:8][CH2:9][CH2:10][CH2:11][CH2:12][CH2:13][CH:14]=[CH2:15] |f:0.1|. Procedure: Under an argon atmosphere a stirred mixture of 15.5 grams (0.375 mole) of sodium hydride (60% in mineral oil) in 180 ml of tetrahydrofuran was warmed to 50° C., and 28 ml (0.45 mole) of iodomethane was added portionwise. Upon completion of addition, 41.1 grams (0.24 mole) of 10-undecen-1-ol in 75 ml of tetrahydrofuran was added dropwise during a one hour period. Upon completion of addition, the reaction mixture was heated at 50° C. for an additional 90 minutes, and then it was allowed to cool to... Starting materials: COC1=C(C(=O)C2=CC=C(C=C2)Cl)C=CC=C1C (2-methoxy-3-methyl-4'-chlorobenzophenone), BrN1C(CCC1=O)=O (N-bromo-succinimide). The reagents and catalysts are C(C1=CC=CC=C1)(=O)OOC(C1=CC=CC=C1)=O (benzoyl peroxide). Solvent: C(Cl)(Cl)(Cl)Cl (carbon tetrachloride). The product is COC1=C(C(=O)C2=CC=C(C=C2)Cl)C=CC=C1CBr (2-methoxy-3-bromomethyl-4'-chlorobenzophenone). Yield: 98.0%. As a reaction SMILES: [Br:1]N1C(=O)CCC1=O.[CH3:9][O:10][C:11]1[C:25]([CH3:26])=[CH:24][CH:23]=[CH:22][C:12]=1[C:13]([C:15]1[CH:20]=[CH:19][C:18]([Cl:21])=[CH:17][CH:16]=1)=[O:14]>C(Cl)(Cl)(Cl)Cl.C(OOC(=O)C1C=CC=CC=1)(=O)C1C=CC=CC=1>[CH3:9][O:10][C:11]1[C:25]([CH2:26][Br:1])=[CH:24][CH:23]=[CH:22][C:12]=1[C:13]([C:15]1[CH:20]=[CH:19][C:18]([Cl:21])=[CH:17][CH:16]=1)=[O:14]. Procedure: A mixture of 1.78 g of N-bromo-succinimide and 10 mg of benzoyl peroxide was added to a suspension of 2.6 g of 2-methoxy-3-methyl-4'-chlorobenzophenone in 15 ml of carbon tetrachloride and the solution was refluxed for 4 hours. The insolubles were removed by filtration and the filtrate was evaporated to dryness to obtain 3.32 g of 2-methoxy-3-bromomethyl-4'-chlorobenzophenone in the form of a clear yellow oil. Reactants: CN(C)CCN(C)C(=O)Cc1ccc(NC(=O)OCc2ccccc2)cc1, CCO. Yields the product CN(C)CCN(C)C(=O)Cc1ccc(N)cc1. Reaction SMILES: [CH3:1][N:2]([CH2:3][CH2:4][N:5]([C:6]([CH2:7][c:8]1[cH:9][cH:10][c:11]([NH:14][C:15](=[O:16])[O:17][CH2:18][c:19]2[cH:20][cH:21][cH:22][cH:23][cH:24]2)[cH:12][cH:13]1)=[O:25])[CH3:26])[CH3:27].[CH3:28][CH2:29][OH:30]>>[CH3:1][N:2]([CH2:3][CH2:4][N:5]([C:6]([CH2:7][c:8]1[cH:9][cH:10][c:11]([NH2:14])[cH:12][cH:13]1)=[O:25])[CH3:26])[CH3:27].